Dataset: the Open Reaction Database (ORD), a public repository of structured organic reaction records. Task: describe an organic reaction: reactants, conditions, products, and yield Starting materials: C(C)C1[C@H]2C[C@H]3N(C[C@H](C=C3C=3C=CC=C(N1)C32)N)CCC (9,10-didehydro-2,3beta-dihydro-2-ethyl-6-n-propyl-8alpha-ergolinylamine), C(C)C1[C@H]2C[C@H]3N(C[C@H](C=C3C=3C=CC=C(N1)C32)NC=O)CCC (N-(9,10-didehydro-2,3beta-dihydro-2-ethyl-6-n-propyl-8alpha-ergolinyl)-formamide). Yields the product CC1=C2C[C@H]3N(C[C@H](C[C@@H]3C=3C=CC=C(N1)C32)NC=O)CCC (N-(2-methyl-6-n-propyl-8alpha-ergolinyl)-formamide). Reaction SMILES: C(C1NC2C3[C@@H]1C[C@@H]1C(C=3C=CC=2)=C[C@H](N)CN1CCC)C.[CH2:23]([CH:25]1[NH:39][C:38]2[C:40]3[C@@H:26]1[CH2:27][C@@H:28]1[C:33]([C:34]=3[CH:35]=[CH:36][CH:37]=2)=[CH:32][C@H:31]([NH:41][CH:42]=[O:43])[CH2:30][N:29]1[CH2:44][CH2:45][CH3:46])C>>[CH3:23][C:25]1[NH:39][C:38]2[C:40]3[C:26]=1[CH2:27][C@@H:28]1[C@@H:33]([C:34]=3[CH:35]=[CH:36][CH:37]=2)[CH2:32][C@H:31]([NH:41][CH:42]=[O:43])[CH2:30][N:29]1[CH2:44][CH2:45][CH3:46]. Procedure: from 9,10-didehydro-2,3beta-dihydro-2-ethyl-6-n-propyl-8alpha-ergolinylamine the N-(9,10-didehydro-2,3beta-dihydro-2-ethyl-6-n-propyl-8alpha-ergolinyl)-formamide, yield 71% Reactants: CCOC(=O)COCC(=O)NN, CCO, [K+], [OH-], S=C=S. Yields the product CCOC(=O)COCC(=O)NNC(=S)[S-], [K+]. As a reaction SMILES: [CH2:1]([CH3:2])[O:3][C:4](=[O:5])[CH2:6][O:7][CH2:8][C:9](=[O:10])[NH:11][NH2:12].[CH3:18][CH2:19][OH:20].[K+:17].[OH-:16].[S:13]=[C:14]=[S:15]>>[CH2:1]([CH3:2])[O:3][C:4](=[O:5])[CH2:6][O:7][CH2:8][C:9](=[O:10])[NH:11][NH:12][C:14](=[S:13])[S-:15].[K+:17].